From a dataset of the Open Reaction Database (ORD), a public repository of structured organic reaction records. describe an organic reaction: reactants, conditions, products, and yield Starting materials: [OH-].[Na+] (NaOH), N([C@@H](COCC1=CC=CC=C1)C(=O)N[C@@H](CC(C)C)C(=O)N1[C@H](C(=O)OCC2=CC=CC=C2)CCC1)C(=O)OC(C)(C)C (BOC-Ser(Bzl)-Leu-Pro-OBzl), Cl (HCl). Run in C(C)O (ethanol). Reaction conditions: time 3 hour. Product: N([C@@H](COCC1=CC=CC=C1)C(=O)N[C@@H](CC(C)C)C(=O)N1[C@H](C(=O)O)CCC1)C(=O)OC(C)(C)C (BOC-Ser(Bzl)-Leu-Pro-OH). The yield is 94.6%. RXN SMILES: [NH:1]([C:37]([O:39][C:40]([CH3:43])([CH3:42])[CH3:41])=[O:38])[C@H:2]([C:12]([NH:14][C@H:15]([C:20]([N:22]1[CH2:36][CH2:35][CH2:34][C@H:23]1[C:24]([O:26]CC1C=CC=CC=1)=[O:25])=[O:21])[CH2:16][CH:17]([CH3:19])[CH3:18])=[O:13])[CH2:3][O:4][CH2:5][C:6]1[CH:11]=[CH:10][CH:9]=[CH:8][CH:7]=1.[OH-].[Na+].Cl>C(O)C>[NH:1]([C:37]([O:39][C:40]([CH3:42])([CH3:41])[CH3:43])=[O:38])[C@H:2]([C:12]([NH:14][C@H:15]([C:20]([N:22]1[CH2:36][CH2:35][CH2:34][C@H:23]1[C:24]([OH:26])=[O:25])=[O:21])[CH2:16][CH:17]([CH3:19])[CH3:18])=[O:13])[CH2:3][O:4][CH2:5][C:6]1[CH:7]=[CH:8][CH:9]=[CH:10][CH:11]=1 |f:1.2|. Procedure: The substance [18] (81 g, 135.5 mM) was dissolved in ethanol (300 ml). 1 N NaOH (176.15 ml, 1.3 molar excess) was added dropwise at 0° C. during 30 minutes and the mixture was stirred at room temperature for three hours. The reaction mixture was neutralized by adding 1 N HCl at 0° C. and ethanol was distilled off in vacuo. Water (300 ml) was added to the aqueous layer, which was then washed twice with ether, and 1 N HCl (150 ml) was at 0° C. and the mixture was extracted with ethyl acetate (400 ... The reactants are CI, COc1cc(CN(C)C)cc(C)c1O, C1COCCO1. Product: COc1cc(C[N+](C)(C)C)cc(C)c1O, [I-]. RXN SMILES: [CH3:15][I:16].[CH3:1][N:2]([CH2:3][c:4]1[cH:5][c:6]([O:12][CH3:13])[c:7]([OH:11])[c:8]([CH3:10])[cH:9]1)[CH3:14].[O:17]1[CH2:18][CH2:19][O:20][CH2:21][CH2:22]1>>[CH3:1][N+:2]([CH2:3][c:4]1[cH:5][c:6]([O:12][CH3:13])[c:7]([OH:11])[c:8]([CH3:10])[cH:9]1)([CH3:14])[CH3:15].[I-:16].